This data is from the Open Reaction Database (ORD), a public repository of structured organic reaction records. The task is: describe an organic reaction: reactants, conditions, products, and yield The reactants are BrB(Br)Br, COc1ccc2c(c1)N(C)C(=O)CC2, ClCCl. The product is CN1C(=O)CCc2ccc(O)cc21. RXN SMILES: [B:15]([Br:16])([Br:17])[Br:18].[CH3:1][O:2][c:3]1[cH:4][cH:5][c:6]2[c:11]([cH:12]1)[N:10]([CH3:13])[C:9](=[O:14])[CH2:8][CH2:7]2.[Cl:19][CH2:20][Cl:21]>>[OH:2][c:3]1[cH:4][cH:5][c:6]2[c:11]([cH:12]1)[N:10]([CH3:13])[C:9](=[O:14])[CH2:8][CH2:7]2. Procedure: Analogously to Example 1, 400 mg (1.53 mmol) of 3-amino-4-(3-chloro-phenylamino)-1H-pyrazolo[3,4-d]pyrimidine (see Step 1.6) in 8 ml of pyridine/methylene chloride 1:1 are reacted at 0° C. with 288 μl (1.68 mmol) of octanoic acid chloride to form 4-(3-chlorophenylamino)-3-octanoylamino-1H-pyrazolo[3,4-d]pyrimidine (18 hours RT): HPLC: tRet(grad20-100)=14.5; FAB-MS: (M+H)+=387. The solvent is N1=CC=CC=C1.C(Cl)Cl (pyridine methylene chloride). Starting materials: NC1=NNC2=NC=NC(=C21)NC2=CC(=CC=C2)Cl (3-amino-4-(3-chloro-phenylamino)-1H-pyrazolo[3,4-d]pyrimidine), C(CCCCCCC)(=O)Cl (octanoic acid chloride). RXN SMILES: [NH2:1][C:2]1[C:10]2[C:5](=[N:6][CH:7]=[N:8][C:9]=2[NH:11][C:12]2[CH:17]=[CH:16][CH:15]=[C:14]([Cl:18])[CH:13]=2)[NH:4][N:3]=1.[C:19](Cl)(=[O:27])[CH2:20][CH2:21][CH2:22][CH2:23][CH2:24][CH2:25][CH3:26]>N1C=CC=CC=1.C(Cl)Cl>[Cl:18][C:14]1[CH:13]=[C:12]([NH:11][C:9]2[N:8]=[CH:7][N:6]=[C:5]3[NH:4][N:3]=[C:2]([NH:1][C:19](=[O:27])[CH2:20][CH2:21][CH2:22][CH2:23][CH2:24][CH2:25][CH3:26])[C:10]=23)[CH:17]=[CH:16][CH:15]=1 |f:2.3|. Product: ClC=1C=C(C=CC1)NC1=C2C(=NC=N1)NN=C2NC(CCCCCCC)=O (4-(3-chlorophenylamino)-3-octanoylamino-1H-pyrazolo[3,4-d]pyrimidine). Reactants: FC1=CC=C(C(CC2CNCC2)=O)C=C1 (3-(4-fluorophenacyl)pyrrolidine), BrCCO (2-bromoethanol), C([O-])([O-])=O.[Na+].[Na+] (sodium carbonate). The solvent is C(C)#N (acetonitrile). Product: FC1=CC=C(C(CC2CN(CC2)CCO)=O)C=C1 (3-(4-Fluorophenacyl)-1-(2-hydroxyethyl)pyrrolidine). RXN SMILES: [F:1][C:2]1[CH:15]=[CH:14][C:5]([C:6](=[O:13])[CH2:7][CH:8]2[CH2:12][CH2:11][NH:10][CH2:9]2)=[CH:4][CH:3]=1.Br[CH2:17][CH2:18][OH:19].C(=O)([O-])[O-].[Na+].[Na+]>C(#N)C>[F:1][C:2]1[CH:3]=[CH:4][C:5]([C:6](=[O:13])[CH2:7][CH:8]2[CH2:12][CH2:11][N:10]([CH2:17][CH2:18][OH:19])[CH2:9]2)=[CH:14][CH:15]=1 |f:2.3.4|. Procedure details: A mixture of 30.5 g of 3-(4-fluorophenacyl)pyrrolidine (Chem. Pharm. Bull., 1977, 25(8), p. 1911-1922), 19.4 g of 2-bromoethanol, 15.6 g of sodium carbonate and 400 ml of acetonitrile is heated to reflux for 6 hours. The mixture is concentrated, the residue is taken up in 150 ml of aqueous saline, the product is extracted 5 times with 150 ml of dichloromethane and this organic phase is dried over anhydrous sodium sulfate and concentrated. The oil obtained is purified by chromatography on 650 g o... Starting materials: COC(C1=CC(=CC(=C1)C1=C(CCC1)C1=C(C=CC(=C1)Cl)OCC1=CC=CC=C1)N)=O (5-[2-(2-benzyloxy-5-chlorophenyl)-cyclopent-1-enyl]-3-aminobenzoic acid methyl ester), CC(C(=O)Cl)C (2-methylpropionyl chloride). The product is COC(C1=CC(=CC(=C1)C1=C(CCC1)C1=C(C=CC(=C1)Cl)OCC1=CC=CC=C1)NC(C(C)C)=O)=O (5-[2-(2-Benzyloxy-5-chlorophenyl)-cyclopent-1-enyl]-3-isobutyrylaminobenzoic acid methyl ester). RXN SMILES: [CH3:1][O:2][C:3](=[O:31])[C:4]1[CH:9]=[C:8]([C:10]2[CH2:14][CH2:13][CH2:12][C:11]=2[C:15]2[CH:20]=[C:19]([Cl:21])[CH:18]=[CH:17][C:16]=2[O:22][CH2:23][C:24]2[CH:29]=[CH:28][CH:27]=[CH:26][CH:25]=2)[CH:7]=[C:6]([NH2:30])[CH:5]=1.[CH3:32][CH:33]([CH3:37])[C:34](Cl)=[O:35]>>[CH3:1][O:2][C:3](=[O:31])[C:4]1[CH:9]=[C:8]([C:10]2[CH2:14][CH2:13][CH2:12][C:11]=2[C:15]2[CH:20]=[C:19]([Cl:21])[CH:18]=[CH:17][C:16]=2[O:22][CH2:23][C:24]2[CH:25]=[CH:26][CH:27]=[CH:28][CH:29]=2)[CH:7]=[C:6]([NH:30][C:34](=[O:35])[CH:33]([CH3:37])[CH3:32])[CH:5]=1. Procedure: Prepared by general procedure E but using 5-[2-(2-benzyloxy-5-chlorophenyl)-cyclopent-1-enyl]-3-aminobenzoic acid methyl ester instead of 5-[2-(2-benzyloxy-5-chlorophenyl)-cyclopent-1-enyl]-2-aminobenzoic acid methyl ester and 2-methylpropionyl chloride instead of propionyl chloride. The reactants are COC=1C=C(C(=O)C2=CC(=CC=C2)OC)C=CC1 (3,3'-dimethoxybenzophenone), N1=CC=C(C=C1)C (4-picoline), C1(=CC=CC=C1)[Li] (phenyl lithium), cyclohexane-ether. Run in O1CCCC1 (tetrahydrofuran), O1CCCC1 (tetrahydrofuran). Run at time 2 hour. Product: COC=1C=C(C=CC1)C(CC1=CC=NC=C1)(O)C1=CC(=CC=C1)OC (alpha,alpha-bis(3-methoxyphenyl)-4-pyridineethanol). The yield is 87.3%. Reaction SMILES: [N:1]1[CH:6]=[CH:5][C:4]([CH3:7])=[CH:3][CH:2]=1.C1([Li])C=CC=CC=1.[CH3:15][O:16][C:17]1[CH:18]=[C:19]([CH:30]=[CH:31][CH:32]=1)[C:20]([C:22]1[CH:27]=[CH:26][CH:25]=[C:24]([O:28][CH3:29])[CH:23]=1)=[O:21]>O1CCCC1>[CH3:29][O:28][C:24]1[CH:23]=[C:22]([C:20]([C:19]2[CH:30]=[CH:31][CH:32]=[C:17]([O:16][CH3:15])[CH:18]=2)([OH:21])[CH2:7][C:4]2[CH:5]=[CH:6][N:1]=[CH:2][CH:3]=2)[CH:27]=[CH:26][CH:25]=1. Reported procedure: To a stirred solution of 4-picoline (32,5 g) in tetrahydrofuran (140 ml), was added dropwise under argon a solution of phenyl lithium in 7:3 cyclohexane-ether (1.9M; 184 ml) at such a rate that the reaction temperature could be maintained at 10°-20° by means of an external cooling bath. After the addition was completed, the reaction was cooled to -5°, and then a solution of 3,3'-dimethoxybenzophenone (77.4 g) in dry tetrahydrofuran (140 ml) was added so that the reaction temperature did not exce...